Dataset: the Open Reaction Database (ORD), a public repository of structured organic reaction records. Task: describe an organic reaction: reactants, conditions, products, and yield Starting materials: C(CCCCC(=O)O)(=O)O (adipic acid), dicarboxylic acid, C(CCCCCO)O (1,6-hexanediol). Solvent: C1CCCCC1 (cyclohexane). The product is C1(CCCCC1)=O (cyclohexanone), C1(CCCCC1)O (cyclohexanol). RXN SMILES: [C:1]([OH:10])(=O)[CH2:2][CH2:3][CH2:4][CH2:5][C:6](O)=O.[CH2:11](O)[CH2:12][CH2:13][CH2:14][CH2:15][CH2:16][OH:17]>C1CCCCC1>[C:1]1(=[O:10])[CH2:2][CH2:3][CH2:4][CH2:5][CH2:6]1.[CH:16]1([OH:17])[CH2:15][CH2:14][CH2:13][CH2:12][CH2:11]1. Procedure: Instead of pure adipic acid, dicarboxylic acid solution (DCS) has also been used as a starting material for the preparation of 1,6-hexanediol. It is obtained as a waste product in the oxidation of cyclohexane with air to give cyclohexanone and cyclohexanol, by extraction of the oxidized mixture with water. The reactants are N(=[N+]=[N-])CCC1=C(NC2=CC(=C(C=C12)C)Cl)[Si](CC)(CC)CC (3-(2-azidoethyl)-6-chloro-5-methyl-2-(triethylsilyl)-1H-indole), C1(=CC=CC=C1)P(C1=CC=CC=C1)C1=CC=CC=C1 (triphenylphosphine). Run in CO (methanol). Reaction conditions: temperature 70 celsius, time 2 hour. The product is ClC1=C(C=C2C(=CNC2=C1)CCN)C (2-(6-chloro-5-methyl-1H-indol-3-yl)ethanamine). Reaction SMILES: [N:1]([CH2:4][CH2:5][C:6]1[C:14]2[C:9](=[CH:10][C:11]([Cl:16])=[C:12]([CH3:15])[CH:13]=2)[NH:8][C:7]=1[Si](CC)(CC)CC)=[N+]=[N-].C1(P(C2C=CC=CC=2)C2C=CC=CC=2)C=CC=CC=1>CO>[Cl:16][C:11]1[CH:10]=[C:9]2[C:14]([C:6]([CH2:5][CH2:4][NH2:1])=[CH:7][NH:8]2)=[CH:13][C:12]=1[CH3:15]. Procedure: A mixture of 3-(2-azidoethyl)-6-chloro-5-methyl-2-(triethylsilyl)-1H-indole (0.654 g; 1.87 mmol) and triphenylphosphine (0.737 g; 2.81 mmol) in methanol (10 mL) was stirred at 70° C. for 2 hours. The reaction mixture was concentrated under reduced pressure and the residue was dissolved in a solution of tetrabutylamonium fluoride (5.62 mL 1M) in THF and stirred at room temperature for 36 hours and concentrated under reduced pressure to yield 2-(6-chloro-5-methyl-1H-indol-3-yl)ethanamine, which wa...